This data is from the Open Reaction Database (ORD), a public repository of structured organic reaction records. The task is: describe an organic reaction: reactants, conditions, products, and yield Reactants: VIII, C1(=CC=CC=C1)P(O)(O)=O (phenylphosphonic acid). The reagents and catalysts are [Ru] (ruthenium). Solvent: O (water). Product: C1(CCCCC1)P(O)(O)=O (cyclohexylphosphonic acid). Yield: 95.0%. Reaction SMILES: [C:1]1([P:7](=[O:10])([OH:9])[OH:8])[CH:6]=[CH:5][CH:4]=[CH:3][CH:2]=1>O.[Ru]>[CH:1]1([P:7](=[O:8])([OH:10])[OH:9])[CH2:6][CH2:5][CH2:4][CH2:3][CH2:2]1. Procedure: A cycloalkyl phosphorus compound is obtained by the catalytic hydrogenation of a substituted or unsubstituted aryl phosphonic acid using a heterogeneous catalyst which is a Group VIII metal on carbon. The hydrogenation is preferably effected in water. The catalyst can be ruthenium or carbon. When phenylphosphonic acid is used as the starting material, a yield of about 95% of essentially pure cyclohexylphosphonic acid can be obtained.